The task is: describe an organic reaction: reactants, conditions, products, and yield. This data is from the Open Reaction Database (ORD), a public repository of structured organic reaction records. Starting materials: CC(C)(C)C(=O)Nc1ncccc1C(=O)c1ccccc1, CC(=O)OC(C)(C)C, CC(C)NC(C)C, C1CCOC1, O. Yields the product CC(C)(C)OC(=O)CC(O)(c1ccccc1)c1cccnc1NC(=O)C(C)(C)C. As a reaction SMILES: [C:21]([c:22]1[cH:23][cH:24][cH:25][cH:26][cH:27]1)(=[O:28])[c:29]1[c:30]([NH:35][C:36]([C:37]([CH3:38])([CH3:39])[CH3:40])=[O:41])[n:31][cH:32][cH:33][cH:34]1.[C:8]([CH3:9])(=[O:10])[O:11][C:12]([CH3:13])([CH3:14])[CH3:15].[CH:1]([NH:2][CH:3]([CH3:4])[CH3:5])([CH3:6])[CH3:7].[O:16]1[CH2:17][CH2:18][CH2:19][CH2:20]1.[OH2:42]>>[C:8]([CH2:9][C:21]([c:22]1[cH:23][cH:24][cH:25][cH:26][cH:27]1)([OH:28])[c:29]1[c:30]([NH:35][C:36]([C:37]([CH3:38])([CH3:39])[CH3:40])=[O:41])[n:31][cH:32][cH:33][cH:34]1)(=[O:10])[O:11][C:12]([CH3:13])([CH3:14])[CH3:15]. Starting materials: COC=1C=C(C=C2C1OCO2)CCNC=O (N-[2-(3-methoxy-4,5-methylenedioxyphenyl)ethyl]formamide), P(=O)(Cl)(Cl)Cl (phosphorus oxychloride). The solvent is C(Cl)Cl (methylene chloride). Run at temperature 100 celsius. Product: COC=1C2=C(C=C3CCN=CC13)OCO2 (8-methoxy-6,7-methylenedioxy-3,4-dihydroisoquinoline). Isolated yield 97.5%. Reaction SMILES: [CH3:1][O:2][C:3]1[CH:4]=[C:5]([CH2:12][CH2:13][NH:14][CH:15]=O)[CH:6]=[C:7]2[O:11][CH2:10][O:9][C:8]=12.P(Cl)(Cl)(Cl)=O>C(Cl)Cl>[CH3:1][O:2][C:3]1[C:8]2[O:9][CH2:10][O:11][C:7]=2[CH:6]=[C:5]2[C:4]=1[CH:15]=[N:14][CH2:13][CH2:12]2. Reported procedure: 2.23 g (10 mmol) of N-[2-(3-methoxy-4,5-methylenedioxyphenyl)ethyl]formamide (C) was dissolved in 25.5 ml of methylene chloride, and to this mixture was added 1.87 ml (20 mmol) of phosphorus oxychloride. The resulting mixture was refluxed under heating for 7 hours and concentrated under reduced pressure. The residue was added with 50 ml of toluene and 50 ml of water, then further added with 14 ml of 20% sodium hydroxide aqueous solution, stirred under heating at 100° C. for one hour and cooled. ... The reactants are C(C)(C)(C)OC(=O)NC(CC(=O)OC)C1=CC(=CC=C1)OCCF (methyl 3-[(tert-butoxycarbonyl)amino]-3-[3-(2-fluoroethoxy)phenyl)propanoate), FC(C(=O)O)(F)F (trifluoro acetic acid), FC(C(=O)O)(F)F (trifluoro acetic acid). Solvent: ClCCl (dichloromethane). Run at time 20 hour. Yields the product NC(CC(=O)OC)C1=CC(=CC=C1)OCCF (methyl 3-amino-3-[3-(2-fluoroethoxy)phenyl]propanoate). The yield is 101.6%. As a reaction SMILES: C(OC([NH:8][CH:9]([C:15]1[CH:20]=[CH:19][CH:18]=[C:17]([O:21][CH2:22][CH2:23][F:24])[CH:16]=1)[CH2:10][C:11]([O:13][CH3:14])=[O:12])=O)(C)(C)C.FC(F)(F)C(O)=O>ClCCl>[NH2:8][CH:9]([C:15]1[CH:20]=[CH:19][CH:18]=[C:17]([O:21][CH2:22][CH2:23][F:24])[CH:16]=1)[CH2:10][C:11]([O:13][CH3:14])=[O:12]. Procedure: To methyl 3-[(tert-butoxycarbonyl)amino]-3-[3-(2-fluoroethoxy)phenyl)propanoate (5.0 g, 20 mmol) in dichloromethane was added trifluoro acetic acid (5.64 mL, 73 mmol). After stirring for 24 hours at room temperature additional trifluoro acetic acid (1.13 mL) was added and stirring was continued for 20 hours. The mixture was concentrated under reduced pressure and the residue was purified by chromatography on silica gel (methanol in dichloromethane 0% to 40%)) to yield 4.9 g methyl 3-amino-3-[3-(... Reactants: CCOC(C)=O, COC(=O)c1ccc(Cc2cn(C)c3ccc(C=O)cc23)c(OC)c1, C1COCCO1, CC(C(=O)OC(C)(C)C)=P(c1ccccc1)(c1ccccc1)c1ccccc1. Product: COC(=O)c1ccc(Cc2cn(C)c3ccc(C=C(C)C(=O)OC(C)(C)C)cc23)c(OC)c1. As a reaction SMILES: [CH3:54][CH2:55][O:56][C:57](=[O:58])[CH3:59].[CH:29](=[O:30])[c:31]1[cH:32][c:33]2[c:34]([CH2:41][c:42]3[c:43]([O:52][CH3:53])[cH:44][c:45]([C:46](=[O:47])[O:48][CH3:49])[cH:50][cH:51]3)[cH:35][n:36]([CH3:40])[c:37]2[cH:38][cH:39]1.[O:60]1[CH2:61][CH2:62][O:63][CH2:64][CH2:65]1.[c:1]1([P:2]([c:3]2[cH:4][cH:5][cH:6][cH:7][cH:8]2)([c:9]2[cH:10][cH:11][cH:12][cH:13][cH:14]2)=[C:20]([C:21](=[O:22])[O:23][C:24]([CH3:25])([CH3:26])[CH3:27])[CH3:28])[cH:15][cH:16][cH:17][cH:18][cH:19]1>>[C:20]([C:21](=[O:22])[O:23][C:24]([CH3:25])([CH3:26])[CH3:27])([CH3:28])=[CH:54][c:31]1[cH:32][c:33]2[c:34]([CH2:41][c:42]3[c:43]([O:52][CH3:53])[cH:44][c:45]([C:46](=[O:47])[O:48][CH3:49])[cH:50][cH:51]3)[cH:35][n:36]([CH3:40])[c:37]2[cH:38][cH:39]1. The reactants are C(C)OC(CC1C2=C(B(O1)O)C=C(C=C2CC)OC2=NC=CC=N2)=O ([4-ethyl-1-hydroxy-6-(pyrimidin-2-yloxy)-1,3-dihydro-benzo[c][1,2]oxaborol-3-yl]-acetic acid ethyl ester), [Li+].[OH-] (LiOH), Cl (HCl). Solvent: C1CCOC1 (THF), O (H2O). Conditions: time 2 hour. Yields the product C(C)C1=CC(=CC=2B(OC(C21)CC(=O)O)O)OC2=NC=CC=N2 ([4-ethyl-1-hydroxy-6-(pyrimidin-2-yloxy)-1,3-dihydro-benzo[c][1,2]oxaborol-3-yl]-acetic acid). The yield is 25.1%. Reaction SMILES: C([O:3][C:4](=[O:25])[CH2:5][CH:6]1[O:10][B:9]([OH:11])[C:8]2[CH:12]=[C:13]([O:18][C:19]3[N:24]=[CH:23][CH:22]=[CH:21][N:20]=3)[CH:14]=[C:15]([CH2:16][CH3:17])[C:7]1=2)C.[Li+].[OH-].Cl>C1COCC1.O>[CH2:16]([C:15]1[C:7]2[CH:6]([CH2:5][C:4]([OH:25])=[O:3])[O:10][B:9]([OH:11])[C:8]=2[CH:12]=[C:13]([O:18][C:19]2[N:20]=[CH:21][CH:22]=[CH:23][N:24]=2)[CH:14]=1)[CH3:17] |f:1.2|. Reported procedure: To a solution of [4-ethyl-1-hydroxy-6-(pyrimidin-2-yloxy)-1,3-dihydro-benzo[c][1,2]oxaborol-3-yl]-acetic acid ethyl ester (0.13 g, 0.38 mmol) in THF (8 mL) and H2O (2 mL) was added LiOH (0.091 g) at 0° C. The resulting mixture was stirred at room temperature for 2 hours then cooled to 0° C. and acidified to pH 3 with 6N HCl. The mixture was concentrated in vacuo and the residue purified by preparative HPLC to give [4-ethyl-1-hydroxy-6-(pyrimidin-2-yloxy)-1,3-dihydro-benzo[c][1,2]oxaborol-3-yl]-a... Yield: 86.4%. Reactants: FC=1C=C(N)C=CC1F (3,4-difluoroaniline), C1=CC=C(C=C1)OC(=NC#N)OC2=CC=CC=C2 (diphenyl cyanocarbonimidate). Procedure: To a solution of 3,4-difluoroaniline (646 mg, 5 mmol) in isopropanol (10 mL) was added diphenyl cyanocarbonimidate (1.19 g, 5 mmol) and the suspension was stirred at room temperature over night. The precipitate was filtered off, washed with isopropanol and dried under reduced pressure to yield the title compound as a white solid (1.18 g, 86%). Solvent: C(C)(C)O (isopropanol). Product: C(#N)\N=C(\NC1=CC(=C(C=C1)F)F)/OC1=CC=CC=C1 ((Z)-Phenyl N′-cyano-N-(3,4-difluorophenyl)carbamimidate). As a reaction SMILES: [F:1][C:2]1[CH:3]=[C:4]([CH:6]=[CH:7][C:8]=1[F:9])[NH2:5].[CH:10]1[CH:15]=[CH:14][C:13]([O:16][C:17](OC2C=CC=CC=2)=[N:18][C:19]#[N:20])=[CH:12][CH:11]=1>C(O)(C)C>[C:19](/[N:18]=[C:17](\[O:16][C:13]1[CH:14]=[CH:15][CH:10]=[CH:11][CH:12]=1)/[NH:5][C:4]1[CH:6]=[CH:7][C:8]([F:9])=[C:2]([F:1])[CH:3]=1)#[N:20]. The reactants are C(C)(=O)OC1[C@H](OC(C)=O)[C@@H](OC2=CC=CC=C2)[C@H](OC(C)=O)[C@H](O1)C(OC(C)=O)=S (1,2,4,6-tetra-O-acetyl-3-O-phenylthiono-glucopyranose), C(CCC)[SnH](CCCC)CCCC (tributyl tin hydride). Run in C1(=CC=CC=C1)C (toluene). Conditions: temperature 80 celsius. The product is C(C)(=O)O[C@H]1C(O)O[C@@H]([C@H](C1)OC(C)=O)COC(C)=O (3-deoxy-2,4,6-tri-O-acetyl-glucopyranose). Isolated yield 135.5%. Reaction SMILES: C([O:4][CH:5]1[O:25][C@H:24]([C:26](=S)[O:27][C:28](=[O:30])[CH3:29])[C@@H:19]([O:20][C:21](=[O:23])[CH3:22])[C@H:11](OC2C=CC=CC=2)[C@H:6]1[O:7][C:8](=[O:10])[CH3:9])(=O)C.C([SnH](CCCC)CCCC)CCC>C1(C)C=CC=CC=1>[C:8]([O:7][C@@H:6]1[CH2:11][C@H:19]([O:20][C:21](=[O:23])[CH3:22])[C@@H:24]([CH2:26][O:27][C:28](=[O:30])[CH3:29])[O:25][CH:5]1[OH:4])(=[O:10])[CH3:9]. Procedure details: 1,2,4,6-tetra-O-acetyl-3-O-phenylthiono-glucopyranose (5.2 g) was dissolved in toluene (50 mL) and added to tributyl tin hydride (6.7 mL) and azobisisobutryonitrile (2.8 g). The reaction mixture was heated for 1 to 3 hours at 80° C. to provide for 3-deoxy-2,4,6-tri-O-acetyl-glucopyranose (4.5 g).